From a dataset of the Open Reaction Database (ORD), a public repository of structured organic reaction records. describe an organic reaction: reactants, conditions, products, and yield The reactants are C1(=CC=CC=C1)[Li] (phenyl lithium), CN(C(=S)Cl)C (N,N-dimethylthiocarbamoyl chloride), C1=CC=CC=C1.CCOCC (benzene ether), COCC1=NC=CC=C1 (2-(methoxymethyl)pyridine). Run in O (water), C1=CC=CC=C1 (benzene), C1=CC=CC=C1 (benzene). Run at time 8 hour. Yields the product COC(C(=S)N(C)C)C1=NC=CC=C1 (2-methoxy-N,N-dimethyl-2-(2-pyridyl)thioacetamide). As a reaction SMILES: C1([Li])C=CC=CC=1.C1C=CC=CC=1.CCOCC.[CH3:19][O:20][CH2:21][C:22]1[CH:27]=[CH:26][CH:25]=[CH:24][N:23]=1.[CH3:28][N:29]([CH3:33])[C:30](Cl)=[S:31]>O.C1C=CC=CC=1>[CH3:19][O:20][CH:21]([C:22]1[CH:27]=[CH:26][CH:25]=[CH:24][N:23]=1)[C:30]([N:29]([CH3:33])[CH3:28])=[S:31] |f:1.2|. Reported procedure: To 0.10 mole of phenyl lithium in 100 ml. of benzene/ether at 0°C. is added dropwise 10.6 g. (0.084 mole) of 2-(methoxymethyl)pyridine dissolved in 75 ml. of benzene. To this mixture is added dropwise 10.0 g. (0.081 mole) of N,N-dimethylthiocarbamoyl chloride in 100 ml. of benzene. The resulting mixture is stirred at room temperature overnight, then poured into 100 ml. of water and acidified. The organic phase is extracted once with dilute aqueous acid. The combined aqueous phases are extracted ... The reactants are CCN(CC)C(=O)NC1C=C2c3c(Br)ccc4c3C(CC2N(C)C1)CN4C(C)=O, Cl. The product is CCN(CC)C(=O)NC1C=C2c3c(Br)ccc4c3C(CN4)CC2N(C)C1. Reaction SMILES: [C:1](=[O:2])([CH3:3])[N:4]1[CH2:5][CH:6]2[CH2:7][CH:8]3[N:9]([CH3:29])[CH2:10][CH:11]([NH:21][C:22]([N:23]([CH2:24][CH3:25])[CH2:26][CH3:27])=[O:28])[CH:12]=[C:13]3[c:14]3[c:15]([Br:20])[cH:16][cH:17][c:18]1[c:19]32.[ClH:30]>>[NH:4]1[CH2:5][CH:6]2[CH2:7][CH:8]3[N:9]([CH3:29])[CH2:10][CH:11]([NH:21][C:22]([N:23]([CH2:24][CH3:25])[CH2:26][CH3:27])=[O:28])[CH:12]=[C:13]3[c:14]3[c:15]([Br:20])[cH:16][cH:17][c:18]1[c:19]32. Reactants: [Cl-].[NH4+] (ammonium chloride), C1(=CC=CC=C1)C#C (phenyl acetylene), ClC(C(=O)OCC)=NO (ethyl 2-chloro-2-hydroxyiminoacetate), C(Cl)(Cl)Cl (chloroform), C([O-])([O-])=O.[K+].[K+] (potassium carbonate). Run in O (Water). Run at time 16 hour. Yields the product C1(=CC=CC=C1)C1=C(C=NO1)C(=O)OCC (ethyl 5-phenyl-4-isoxazole carboxylate). As a reaction SMILES: [C:1]1(C#C)[CH:6]=[CH:5][CH:4]=[CH:3][CH:2]=1.Cl[C:10](=NO)[C:11]([O:13][CH2:14][CH3:15])=[O:12].[C:18](=[O:21])([O-])[O-].[K+].[K+].[Cl-].[NH4+:25].[CH:26](Cl)(Cl)Cl>O>[C:1]1([C:18]2[O:21][N:25]=[CH:26][C:10]=2[C:11]([O:13][CH2:14][CH3:15])=[O:12])[CH:6]=[CH:5][CH:4]=[CH:3][CH:2]=1 |f:2.3.4,5.6|. Procedure: 1 g of phenyl acetylene and 1.48 g of ethyl 2-chloro-2-hydroxyiminoacetate were dissolved in 20 ml chloroform, and 1.4 g of potassium carbonate was added thereto, and the mixture was stirred at room temperature for 16 hours. Water and aqueous ammonium chloride solution were added to the reaction solution, followed by extracting with ethyl acetate. The organic layer was washed with brine, dried over anhydrous magnesium sulfate and evaporated. The residue was purified by silica gel column chromato... Reactants: C(C)(C)(C)OC(N(C1=CC=NC=C1)CCOC1=CC(=CC(=C1)C(N(C1=C(C=CC=C1)F)CCOCC1OC(OC1)(C)C)=O)Cl)=O ((2-{3-chloro-5-[[2-(2,2-dimethyl-[1,3]dioxolan-4-ylmethoxy)-ethyl]-(2-fluoro-phenyl)-carbamoyl]-phenoxy}-ethyl)-pyridin-4-yl-carbamic acid tert-butyl ester), O (water), FC(C(=O)O)(F)F (trifluoroacetic acid). Run in ClCCl (dichloromethane). Reaction conditions: time 3 hour. The product is FC(C(=O)O)(F)F.ClC=1C=C(C(=O)N(C2=C(C=CC=C2)F)CCOCC(CO)O)C=C(C1)OCCNC1=CC=NC=C1 (3-Chloro-N-[2-(2,3-dihydroxy-propoxy)-ethyl]-N-(2-fluoro-phenyl)-5-[2-(pyridin-4-ylamino)-ethoxy]-benzamide trifluoroacetate). RXN SMILES: C(OC(=O)[N:7]([CH2:14][CH2:15][O:16][C:17]1[CH:22]=[C:21]([C:23](=[O:43])[N:24]([CH2:32][CH2:33][O:34][CH2:35][CH:36]2[CH2:40][O:39]C(C)(C)[O:37]2)[C:25]2[CH:30]=[CH:29][CH:28]=[CH:27][C:26]=2[F:31])[CH:20]=[C:19]([Cl:44])[CH:18]=1)[C:8]1[CH:13]=[CH:12][N:11]=[CH:10][CH:9]=1)(C)(C)C.O.[F:47][C:48]([F:53])([F:52])[C:49]([OH:51])=[O:50]>ClCCl>[F:47][C:48]([F:53])([F:52])[C:49]([OH:51])=[O:50].[Cl:44][C:19]1[CH:20]=[C:21]([CH:22]=[C:17]([O:16][CH2:15][CH2:14][NH:7][C:8]2[CH:9]=[CH:10][N:11]=[CH:12][CH:13]=2)[CH:18]=1)[C:23]([N:24]([CH2:32][CH2:33][O:34][CH2:35][CH:36]([OH:37])[CH2:40][OH:39])[C:25]1[CH:30]=[CH:29][CH:28]=[CH:27][C:26]=1[F:31])=[O:43] |f:4.5|. Procedure details: A solution of (2-{3-chloro-5-[[2-(2,2-dimethyl-[1,3]dioxolan-4-ylmethoxy)-ethyl]-(2-fluoro-phenyl)-carbamoyl]-phenoxy}-ethyl)-pyridin-4-yl-carbamic acid tert-butyl ester (0.035 g) and water (0.010 ml) in mixture of trifluoroacetic acid (1 ml) and dichloromethane (1 ml) was stored at room temperature for 3 h and then the solvent removed under reduced pressure. The residue was subjected to preparative hplc to give the title compound (0.022 g) as a colourless gum by concentration of the required fr... Starting materials: C([O-])(O)=O.[Na+] (sodium bicarbonate), C1(=CC=CC=C1)C(OC1CCN(CC1)CCCN)C1=CC=CC=C1 (4-(diphenylmethoxy)-1-piperidinepropanamine), ClC=1C=CC=2N(N1)C=C(N2)C(C(=O)OCC)(CC)CC (ethyl 2-(6-chloroimidazo[1,2-b]pyridazin-2-yl)-2-ethylbutyrate). Solvent: C(C)O (ethanol). Reaction conditions: temperature 90 celsius, time 2 hour. The product is Cl.Cl.C1(=CC=CC=C1)C(OC1CCN(CC1)CCCNC=1C=CC=2N(N1)C=C(N2)C(C(=O)OCC)(CC)CC)C2=CC=CC=C2 (ethyl 2-[6-[3-[4-(diphenylmethoxy)piperidino]propylamino]imidazo[1,2-b]pyridazin-2-yl]-2-ethylbutyrate dihydrochloride). Isolated yield 58.3%. As a reaction SMILES: [C:1]1([CH:7]([C:19]2[CH:24]=[CH:23][CH:22]=[CH:21][CH:20]=2)[O:8][CH:9]2[CH2:14][CH2:13][N:12]([CH2:15][CH2:16][CH2:17][NH2:18])[CH2:11][CH2:10]2)[CH:6]=[CH:5][CH:4]=[CH:3][CH:2]=1.[Cl:25][C:26]1[CH:27]=[CH:28][C:29]2[N:30]([CH:32]=[C:33]([C:35]([CH2:43][CH3:44])([CH2:41][CH3:42])[C:36]([O:38][CH2:39][CH3:40])=[O:37])[N:34]=2)[N:31]=1.C(=O)(O)[O-].[Na+]>C(O)C>[ClH:25].[ClH:25].[C:19]1([CH:7]([C:1]2[CH:2]=[CH:3][CH:4]=[CH:5][CH:6]=2)[O:8][CH:9]2[CH2:14][CH2:13][N:12]([CH2:15][CH2:16][CH2:17][NH:18][C:26]3[CH:27]=[CH:28][C:29]4[N:30]([CH:32]=[C:33]([C:35]([CH2:41][CH3:42])([CH2:43][CH3:44])[C:36]([O:38][CH2:39][CH3:40])=[O:37])[N:34]=4)[N:31]=3)[CH2:11][CH2:10]2)[CH:24]=[CH:23][CH:22]=[CH:21][CH:20]=1 |f:2.3,5.6.7|. Procedure: 3.03 g of 4-(diphenylmethoxy)-1-piperidinepropanamine and 1.38 g of ethyl 2-(6-chloroimidazo[1,2-b]pyridazin-2-yl)-2-ethylbutyrate were stirred at 160° C. for 1.5 hours, then at 180° C. for 2 hours. After the mixture was cooled to 90° C., ethanol and aqueous sodium bicarbonate were added, followed by extraction with ethyl acetate; the extract was washed with saturated saline and dried with magnesium sulfate. The dry product was concentrated under reduced pressure; the residue was subjected to si... Product: COC=1C=C(C=O)C=CC1OCC=1N=C(SC1C)C1=CC=CC=C1 (3-methoxy-4-[(5-methyl-2-phenyl-1,3-thiazol-4-yl)methoxy]benzaldehyde). Reported procedure: A mixture of 4-chloromethyl-5-methyl-2-phenyl-1,3-thiazole (1.0 g), potassium carbonate (0.57 g), vanillin (0.62 g) and N,N-dimethylformamide (30 mL) was stirred at 90° C. for 2 hrs. Water was poured into the reaction mixture, and the precipitated crystals were collected by filtration to give 3-methoxy-4-[(5-methyl-2-phenyl-1,3-thiazol-4-yl)methoxy]benzaldehyde as colorless crystals (1.28 g, 92%). Recrystallization from ethyl acetate-hexane gave colorless prism crystals. melting point: 133-134° ... Reaction conditions: temperature 90 celsius, time 2 hour. Isolated yield 92.5%. Starting materials: ClCC=1N=C(SC1C)C1=CC=CC=C1 (4-chloromethyl-5-methyl-2-phenyl-1,3-thiazole), C([O-])([O-])=O.[K+].[K+] (potassium carbonate), O=CC1=CC(OC)=C(O)C=C1 (vanillin), CN(C=O)C (N,N-dimethylformamide). As a reaction SMILES: Cl[CH2:2][C:3]1[N:4]=[C:5]([C:9]2[CH:14]=[CH:13][CH:12]=[CH:11][CH:10]=2)[S:6][C:7]=1[CH3:8].C(=O)([O-])[O-].[K+].[K+].[O:21]=[CH:22][C:23]1[CH:31]=[CH:30][C:28]([OH:29])=[C:25]([O:26][CH3:27])[CH:24]=1.CN(C)C=O>O>[CH3:27][O:26][C:25]1[CH:24]=[C:23]([CH:31]=[CH:30][C:28]=1[O:29][CH2:2][C:3]1[N:4]=[C:5]([C:9]2[CH:14]=[CH:13][CH:12]=[CH:11][CH:10]=2)[S:6][C:7]=1[CH3:8])[CH:22]=[O:21] |f:1.2.3|. Solvent: O (Water). Reactants: [N+](=O)(O[C@@H]1[C@@H]([C@@H](OC(C)=O)[C@@H](OC(C)=O)[C@H](O1)COC(C)=O)N=[N+]=[N-])[O-] (3,4,6-tri-O-acetyl-2-azido-2-deoxy-α-D-galactopyranosyl nitrate), [N+](=O)(O[C@H]1[C@@H]([C@@H](OC(C)=O)[C@@H](OC(C)=O)[C@H](O1)COC(C)=O)N=[N+]=[N-])[O-] (3,4,6-tri-O-acetyl-2-azido-2-deoxy-β-D-galactopyranosyl nitrate). Reagents/catalysts: [Pd] (palladium on carbon). Run in C(C)(=O)O (acetic acid). Yields the product C(C)(=O)O[C@@H]1[C@H](C(O)O[C@@H]([C@@H]1OC(C)=O)COC(C)=O)N (3,4,6-tri-O-acetyl-D-galactosamine). As a reaction SMILES: [N+]([O-])([O:3][C@H:4]1[O:17][C@H:16]([CH2:18][O:19][C:20](=[O:22])[CH3:21])[C@H:11]([O:12][C:13](=[O:15])[CH3:14])[C@H:6]([O:7][C:8](=[O:10])[CH3:9])[C@H:5]1[N:23]=[N+]=[N-])=O.[N+]([O-])(O[C@@H]1O[C@H](COC(=O)C)[C@H](OC(=O)C)[C@H](OC(=O)C)[C@H]1N=[N+]=[N-])=O>C(O)(=O)C.[Pd]>[C:8]([O:7][C@H:6]1[C@@H:11]([O:12][C:13](=[O:15])[CH3:14])[C@@H:16]([CH2:18][O:19][C:20](=[O:22])[CH3:21])[O:17][CH:4]([OH:3])[C@@H:5]1[NH2:23])(=[O:10])[CH3:9]. Procedure details: A solution of the anomeric mixture of the 2-azido-2-deoxy nitrates II and III (1.0 g, 7.68 mmole) was hydrogenated in acetic acid (5 ml) containing 5% palladium on carbon (0.10 g) at one atmosphere and ambient temperature for 5 hours. After removal of the catalyst by filtration and evaporation of the solvent gave 3,4,6-tri-O-acetyl-D-galactosamine (XXXVIII) (0.85 g) as a foam. Treatment of this foam with 2 aqueous hydrochloric acid (10 ml) at ambient temperature for two to three hours followed b...